This data is from the Open Reaction Database (ORD), a public repository of structured organic reaction records. The task is: describe an organic reaction: reactants, conditions, products, and yield Reactants: CCOC(=O)Cc1ccc2c(c1)sc1c(Cl)cccc12, CCO, [K+], [OH-]. Yields the product O=C(O)Cc1ccc2c(c1)sc1c(Cl)cccc12. As a reaction SMILES: [CH2:3]([CH3:4])[O:5][C:6]([CH2:7][c:8]1[cH:9][cH:10][c:11]2[c:12]([s:13][c:14]3[c:15]2[cH:16][cH:17][cH:18][c:19]3[Cl:20])[cH:21]1)=[O:22].[CH3:23][CH2:24][OH:25].[K+:2].[OH-:1]>>[O:5]=[C:6]([CH2:7][c:8]1[cH:9][cH:10][c:11]2[c:12]([s:13][c:14]3[c:15]2[cH:16][cH:17][cH:18][c:19]3[Cl:20])[cH:21]1)[OH:22]. Reactants: COC1=CC=C(C=C1)C1=NN=C(O1)C1CCN(CC1)CC(=O)O ({4-[5-(4-methoxy-phenyl)-[1,3,4]oxadiazol-2-yl]-piperidin-1-yl}-acetic acid), NCC=1NC(C2=C(N1)CCOC2)=O (2-aminomethyl-3,5,7,8-tetrahydro-pyrano[4,3-d]pyrimidin-4-one). Run in C(C)#N (acetonitrile). The product is COC1=CC=C(C=C1)C1=NN=C(O1)C1CCN(CC1)CC(=O)NCC=1NC(C2=C(N1)CCOC2)=O (2-{4-[5-(4-Methoxy-phenyl)-[1,3,4]oxadiazol-2-yl]-piperidin-1-yl}-N-(4-oxo-3,5,7,8-tetrahydro-4H-pyrano[4,3-d]pyrimidin-2-ylmethyl)-acetamide). The yield is 7.3%. RXN SMILES: [CH3:1][O:2][C:3]1[CH:8]=[CH:7][C:6]([C:9]2[O:13][C:12]([CH:14]3[CH2:19][CH2:18][N:17]([CH2:20][C:21]([OH:23])=O)[CH2:16][CH2:15]3)=[N:11][N:10]=2)=[CH:5][CH:4]=1.[NH2:24][CH2:25][C:26]1[NH:27][C:28](=[O:36])[C:29]2[CH2:35][O:34][CH2:33][CH2:32][C:30]=2[N:31]=1>C(#N)C>[CH3:1][O:2][C:3]1[CH:4]=[CH:5][C:6]([C:9]2[O:13][C:12]([CH:14]3[CH2:15][CH2:16][N:17]([CH2:20][C:21]([NH:24][CH2:25][C:26]4[NH:27][C:28](=[O:36])[C:29]5[CH2:35][O:34][CH2:33][CH2:32][C:30]=5[N:31]=4)=[O:23])[CH2:18][CH2:19]3)=[N:11][N:10]=2)=[CH:7][CH:8]=1. Procedure: The title compound (10 mg, 0.018 mmol) was prepared following the general procedure of Example 1 from {4-[5-(4-methoxy-phenyl)-[1,3,4]oxadiazol-2-yl]-piperidin-1-yl}-acetic acid (100 mg, 0.246 mmol, 1.0 eq) and 2-aminomethyl-3,5,7,8-tetrahydro-pyrano[4,3-d]pyrimidin-4-one (46.8 mg, 0.258 mmol, 1.05 eq). 1H NMR (400 MHz, DMSO-d6) δ ppm 12.43 (br s, 1H) 8.27 (br s, 1H) 7.92 (d, J=9.03 Hz, 2H) 7.14 (d, J=9.03 Hz, 2H) 4.34 (s, 2H) 4.20 (d, J=5.52 Hz, 2H) 3.73-3.92 (m, 5H) 2.86-3.11 (m, 5H) 2.18-2.36... Reactants: O=Cc1cccc(Cl)c1O, CCI, [K+], [K+], O=C([O-])[O-], CN(C)C=O. Product: CCOc1c(Cl)cccc1C=O. As a reaction SMILES: [Cl:4][c:5]1[c:6]([OH:13])[c:7]([CH:8]=[O:9])[cH:10][cH:11][cH:12]1.[I:1][CH2:2][CH3:3].[K+:14].[K+:15].[O-:16][C:17]([O-:18])=[O:19].[O:20]=[CH:21][N:22]([CH3:23])[CH3:24]>>[CH2:2]([CH3:3])[O:13][c:6]1[c:5]([Cl:4])[cH:12][cH:11][cH:10][c:7]1[CH:8]=[O:9]. The reactants are [Br-], BrCCBr, CCCC[N+](CCCC)(CCCC)CCCC, ClCCl, [Na+], [OH-], O=CC1c2ccccc2CCc2ccccc21. Product: BrCCOC=C1c2ccccc2CCc2ccccc21. As a reaction SMILES: [Br-:24].[Br:18][CH2:19][CH2:20][Br:21].[CH3:25][CH2:26][CH2:27][CH2:28][N+:29]([CH2:30][CH2:31][CH2:32][CH3:33])([CH2:34][CH2:35][CH2:36][CH3:37])[CH2:38][CH2:39][CH2:40][CH3:41].[Cl:42][CH2:43][Cl:44].[Na+:23].[OH-:22].[cH:1]1[cH:2][cH:3][cH:4][c:5]2[c:11]1[CH2:10][CH2:9][c:8]1[c:7]([cH:15][cH:14][cH:13][cH:12]1)[CH:6]2[CH:16]=[O:17]>>[cH:1]1[cH:2][cH:3][cH:4][c:5]2[c:11]1[CH2:10][CH2:9][c:8]1[c:7]([cH:15][cH:14][cH:13][cH:12]1)[C:6]2=[CH:16][O:17][CH2:20][CH2:19][Br:18]. Product: C[Si](C)(C)CCOCn1c(CCCCCCBr)nc(-c2ccccc2)c1-c1ccccc1. Reactants: BrCCCCCCBr, [Li]CCCC, CCCCCC, C1CCOC1, O, C[Si](C)(C)CCOCn1cnc(-c2ccccc2)c1-c1ccccc1. As a reaction SMILES: [Br:37][CH2:38][CH2:39][CH2:40][CH2:41][CH2:42][CH2:43][Br:44].[CH2:26]([Li:27])[CH2:28][CH2:29][CH3:30].[CH3:31][CH2:32][CH2:33][CH2:34][CH2:35][CH3:36].[O:45]1[CH2:46][CH2:47][CH2:48][CH2:49]1.[OH2:50].[c:1]1(-[c:7]2[n:8][cH:9][n:10]([CH2:18][O:19][CH2:20][CH2:21][Si:22]([CH3:23])([CH3:24])[CH3:25])[c:11]2-[c:12]2[cH:13][cH:14][cH:15][cH:16][cH:17]2)[cH:2][cH:3][cH:4][cH:5][cH:6]1>>[c:1]1(-[c:7]2[n:8][c:9]([CH2:43][CH2:42][CH2:41][CH2:40][CH2:39][CH2:38][Br:37])[n:10]([CH2:18][O:19][CH2:20][CH2:21][Si:22]([CH3:23])([CH3:24])[CH3:25])[c:11]2-[c:12]2[cH:13][cH:14][cH:15][cH:16][cH:17]2)[cH:2][cH:3][cH:4][cH:5][cH:6]1.